Dataset: the Open Reaction Database (ORD), a public repository of structured organic reaction records. Task: describe an organic reaction: reactants, conditions, products, and yield Starting materials: ClC=1C=CC(=C(CN(CC)C2=CC=C(N=N2)C(=O)O)C1)OCC(=C)C (6-[N-(5-Chloro-2-(2-methylprop-2-en-1-yloxy)benzyl)-N-ethylamino]pyridazine-3-carboxylic acid), O1CCN(CC1)CCS(=O)(=O)N (2-(morpholino)ethanesulphonamide). Yields the product O1CCN(CC1)CCS(=O)(=O)NC(=O)C=1N=NC(=CC1)N(CC)CC1=C(C=CC(=C1)Cl)OCC(=C)C (N-(2-(Morpholino)ethanesulphonyl)-6-[N-(5-chloro-2-(2-methylprop-2-en-1-yloxy)benzyl)-N-ethylamino]pyridazine-3-carboxamide), example 20. Yield: 43.0%. Reaction SMILES: [Cl:1][C:2]1[CH:3]=[CH:4][C:5]([O:21][CH2:22][C:23]([CH3:25])=[CH2:24])=[C:6]([CH:20]=1)[CH2:7][N:8]([C:11]1[N:16]=[N:15][C:14]([C:17]([OH:19])=O)=[CH:13][CH:12]=1)[CH2:9][CH3:10].[O:26]1[CH2:31][CH2:30][N:29]([CH2:32][CH2:33][S:34]([NH2:37])(=[O:36])=[O:35])[CH2:28][CH2:27]1>>[O:26]1[CH2:31][CH2:30][N:29]([CH2:32][CH2:33][S:34]([NH:37][C:17]([C:14]2[N:15]=[N:16][C:11]([N:8]([CH2:7][C:6]3[CH:20]=[C:2]([Cl:1])[CH:3]=[CH:4][C:5]=3[O:21][CH2:22][C:23]([CH3:25])=[CH2:24])[CH2:9][CH3:10])=[CH:12][CH:13]=2)=[O:19])(=[O:36])=[O:35])[CH2:28][CH2:27]1. Procedure: The title compound was prepared by reacting 6-[N-(5-chloro-2-(2-methylprop-2-enyloxy)benzyl)-N-ethylamino]pyridazine-3-carboxylic acid (example 19) and 2-(morpholino)ethanesulphonamide using a similar method to that described in example 20 (yield 43%). Reactants: CCOc1ccc(-c2ccc3c(c2)C=C(C(=O)Nc2ccc(CO)cc2)CCO3)cc1, C1CCOC1, CCOC(C)=O, ClC(Cl)Cl, O, O=S(Cl)Cl, c1ccncc1. Yields the product CCOc1ccc(-c2ccc3c(c2)C=C(C(=O)Nc2ccc(CCl)cc2)CCO3)cc1. RXN SMILES: [CH2:1]([CH3:2])[O:3][c:4]1[cH:5][cH:6][c:7](-[c:10]2[cH:11][cH:12][c:13]3[c:14]([cH:31]2)[CH:15]=[C:16]([C:20](=[O:21])[NH:22][c:23]2[cH:24][cH:25][c:26]([CH2:29][OH:30])[cH:27][cH:28]2)[CH2:17][CH2:18][O:19]3)[cH:8][cH:9]1.[CH2:47]1[O:48][CH2:49][CH2:50][CH2:51]1.[CH3:52][CH2:53][O:54][C:55](=[O:56])[CH3:57].[CH:43]([Cl:44])([Cl:45])[Cl:46].[OH2:42].[S:38]([Cl:39])([Cl:40])=[O:41].[cH:32]1[cH:33][cH:34][n:35][cH:36][cH:37]1>>[CH2:1]([CH3:2])[O:3][c:4]1[cH:5][cH:6][c:7](-[c:10]2[cH:11][cH:12][c:13]3[c:14]([cH:31]2)[CH:15]=[C:16]([C:20](=[O:21])[NH:22][c:23]2[cH:24][cH:25][c:26]([CH2:29][Cl:40])[cH:27][cH:28]2)[CH2:17][CH2:18][O:19]3)[cH:8][cH:9]1. Reactants: ClC1=NC=C(C=N1)C(C(F)(F)F)(C(F)(F)F)O ((2-chloro-5-pyrimidinyl)-1,1,1,3,3,3-hexafluoro-2-propanol), ClC1=NC=C(C=N1)C(C(F)(F)F)(C(F)(F)F)O ((2-chloro-5-pyrimidinyl)-1,1,1,3,3,3-hexafluoro-2-propanol), CC(C)N(S(=O)(=O)C)C[C@H]1CN(CCN1)C(=O)OC(C)(C)C (tert-butyl (3R)-3-(((1-methylethyl)(methylsulfonyl)amino)methyl)-1-piperazinecarboxylate), ClC1=NC=C(C=N1)C(C(F)(F)F)(C(F)(F)F)O ((2-chloro-5-pyrimidinyl)-1,1,1,3,3,3-hexafluoro-2-propanol), ClC1=NC=C(C=N1)C(C(F)(F)F)(C(F)(F)F)O ((2-chloro-5-pyrimidinyl)-1,1,1,3,3,3-hexafluoro-2-propanol), CCN(C(C)C)C(C)C (DIPEA). Solvent: O1CCOCC1 (1,4-dioxane). Conditions: temperature 100 celsius. Product: CC(C)N(S(=O)(=O)C)C[C@H]1CN(CCN1C1=NC=C(C=N1)C(C(F)(F)F)(C(F)(F)F)O)C(=O)OC(C)(C)C (tert-butyl (3R)-3-(((1-methylethyl)(methylsulfonyl)amino)methyl)-4-(5-(2,2,2-trifluoro-1-hydroxy-1-(trifluoromethyl)ethyl)-2-pyrimidinyl)-1-piperazinecarboxylate). Isolated yield 83.6%. Reaction SMILES: [CH3:1][CH:2]([N:4]([CH2:9][C@@H:10]1[NH:15][CH2:14][CH2:13][N:12]([C:16]([O:18][C:19]([CH3:22])([CH3:21])[CH3:20])=[O:17])[CH2:11]1)[S:5]([CH3:8])(=[O:7])=[O:6])[CH3:3].Cl[C:24]1[N:29]=[CH:28][C:27]([C:30]([OH:39])([C:35]([F:38])([F:37])[F:36])[C:31]([F:34])([F:33])[F:32])=[CH:26][N:25]=1.CCN(C(C)C)C(C)C>O1CCOCC1>[CH3:3][CH:2]([N:4]([CH2:9][C@@H:10]1[N:15]([C:24]2[N:25]=[CH:26][C:27]([C:30]([OH:39])([C:31]([F:32])([F:33])[F:34])[C:35]([F:37])([F:38])[F:36])=[CH:28][N:29]=2)[CH2:14][CH2:13][N:12]([C:16]([O:18][C:19]([CH3:20])([CH3:22])[CH3:21])=[O:17])[CH2:11]1)[S:5]([CH3:8])(=[O:6])=[O:7])[CH3:1]. Reported procedure: A 20-mL vial was charged with tert-butyl (3R)-3-(((1-methylethyl)(methylsulfonyl)amino)methyl)-1-piperazinecarboxylate (0.315 g, 0.939 mmol, step 1), 2-(2-chloropyrimidin-5-yl)-1,1,1,3,3,3-hexafluoropropan-2-ol (0.287 g, 1.02 mmol, Intermediate D), DIPEA (0.492 mL, 2.82 mmol) and 1,4-dioxane (5 mL). The vial was sealed and heated at 100° C. for 12 h. The reaction mixture was allowed to cool to room temperature and additional 2-(2-chloropyrimidin-5-yl)-1,1,1,3,3,3-hexafluoropropan-2-ol (0.082 g, ... Reactants: NC1=C2C(=C(C=C1)C(C)=O)OCCO2 (4'-amino-2',3'-ethylenedioxyacetophenone), C(C)(=O)OC(C)=O (acetic anhydride). Solvent: N1=CC=CC=C1 (pyridine). Reaction conditions: time 16 hour. The product is C1OC2=C(C=CC(=C2OC1)NC(=O)C)C(C)=O (2',3'-ethylenedioxy-4'-(methylcarbonylamino)acetophenone). As a reaction SMILES: [NH2:1][C:2]1[CH:7]=[CH:6][C:5]([C:8](=[O:10])[CH3:9])=[C:4]2[O:11][CH2:12][CH2:13][O:14][C:3]=12.[C:15](OC(=O)C)(=[O:17])[CH3:16]>N1C=CC=CC=1>[CH2:12]1[CH2:13][O:14][C:3]2[C:4](=[C:5]([C:8](=[O:10])[CH3:9])[CH:6]=[CH:7][C:2]=2[NH:1][C:15]([CH3:16])=[O:17])[O:11]1. Procedure: A solution of 4'-amino-2',3'-ethylenedioxyacetophenone (310 mg, 1.60 mmol) in 2.3 mL of pyridine under nitrogen was cooled in an ice/water bath and 6.9 mL of acetic anhydride was added drop-wise. The mixture was allowed to warm to room temperature and then stirred for 16 hours. The mixture was concentrated by rotary evaporation and the residue was stirred into water. The residue was isolated by filtration and washed with water. Drying gave 2',3'-ethylenedioxy-4'-(methylcarbonylamino)acetophenone... Starting materials: O=C1CCC(=O)N1Br, O=C(OOC(=O)c1ccccc1)c1ccccc1, ClC(Cl)(Cl)Cl, Cc1cc(C)cc(C#N)c1, [W]. Yields the product Cc1cc(C#N)cc(CBr)c1. Reaction SMILES: [Br:11][N:12]1[C:13](=[O:14])[CH2:15][CH2:16][C:17]1=[O:18].[C:19]([O:20][O:21][C:22](=[O:23])[c:24]1[cH:25][cH:26][cH:27][cH:28][cH:29]1)(=[O:30])[c:31]1[cH:32][cH:33][cH:34][cH:35][cH:36]1.[C:38]([Cl:39])([Cl:40])([Cl:41])[Cl:42].[CH3:1][c:2]1[cH:3][c:4]([C:5]#[N:6])[cH:7][c:8]([CH3:10])[cH:9]1.[W:37]>>[CH2:1]([c:2]1[cH:3][c:4]([C:5]#[N:6])[cH:7][c:8]([CH3:10])[cH:9]1)[Br:11]. Reactants: C([C@H](O)[C@@H](O)[C@H](O)CO)O (xylitol), C([C@@H]1[C@H]([C@@H]([C@H]([C@H](O1)O[C@H]([C@@H](CO)O)[C@@H]([C@H](CO)O)O)O)O)O)O (maltitol), C([C@H](O)[C@@H](O)[C@H](O)CO)O (xylitol), C([C@@H]1[C@H]([C@@H]([C@H]([C@H](O1)O[C@H]([C@@H](CO)O)[C@@H]([C@H](CO)O)O)O)O)O)O (maltitol). Run at temperature 59 celsius. The product is C([C@@H]1[C@H]([C@@H]([C@H]([C@H](O1)O[C@H]([C@@H](CO)O)[C@@H]([C@H](CO)O)O)O)O)O)O.C([C@H](O)[C@@H](O)[C@H](O)CO)O (Maltitol xylitol). Reaction SMILES: [CH2:1]([OH:23])[C@H:2]1[O:7][C@H:6]([O:8][C@@H:9]([C@H:14]([OH:19])[C@@H:15]([OH:18])[CH2:16][OH:17])[C@H:10]([OH:13])[CH2:11][OH:12])[C@H:5]([OH:20])[C@@H:4]([OH:21])[C@@H:3]1[OH:22].[CH2:24]([OH:33])[C@@H:25]([C@H:27]([C@@H:29]([CH2:31][OH:32])[OH:30])[OH:28])[OH:26]>>[CH2:1]([OH:23])[C@H:2]1[O:7][C@H:6]([O:8][C@@H:9]([C@H:14]([OH:19])[C@@H:15]([OH:18])[CH2:16][OH:17])[C@H:10]([OH:13])[CH2:11][OH:12])[C@H:5]([OH:20])[C@@H:4]([OH:21])[C@@H:3]1[OH:22].[CH2:24]([OH:33])[C@@H:25]([C@H:27]([C@@H:29]([CH2:31][OH:32])[OH:30])[OH:28])[OH:26] |f:2.3|. Procedure details: Maltitol/xylitol liquid feed solutions were prepared by dissolving crystalline maltitol (C*Maltidex CH16385 produced by Cerestar, Krefeld, Germany; maltitol purity 99.7% on DS) into an aqueous xylitol solution (xylitol produced by Xyrofin Oy, Kotka, Finland; xylitol purity 97.1% on DS) to a total concentration of 67-73% on DS. The ratio of maltitol to xylitol was 1:1 by weight. The feed solution was heated to a temperature of 55-63° C. and filtered. The reactants are N1N=CC(=C1)C1=CC2=C(C=3N=C(SC3CCO2)C(=O)O)C=C1 (8-(1H-Pyrazol-4-yl)-4,5-dihydro-6-oxa-3-thia-1-aza-benzo[e]azulene-2-carboxylic acid), N1CCNCC1 (piperazine). Yields the product N1(CCNCC1)C(=O)C=1SC=2CCOC3=C(C2N1)C=CC(=C3)C=3C=NNC3 (Piperazin-1-yl-[8-(1H-pyrazol-4-yl)-4,5-dihydro-6-oxa-3-thia-1-aza-benzo[e]azulen-2-yl]-methanone). As a reaction SMILES: [NH:1]1[CH:5]=[C:4]([C:6]2[CH:22]=[CH:21][C:9]3[C:10]4[N:11]=[C:12]([C:18]([OH:20])=O)[S:13][C:14]=4[CH2:15][CH2:16][O:17][C:8]=3[CH:7]=2)[CH:3]=[N:2]1.[NH:23]1[CH2:28][CH2:27][NH:26][CH2:25][CH2:24]1>>[N:23]1([C:18]([C:12]2[S:13][C:14]3[CH2:15][CH2:16][O:17][C:8]4[CH:7]=[C:6]([C:4]5[CH:5]=[N:1][NH:2][CH:3]=5)[CH:22]=[CH:21][C:9]=4[C:10]=3[N:11]=2)=[O:20])[CH2:28][CH2:27][NH:26][CH2:25][CH2:24]1. Procedure: Following Example 216, to a well stirred solution of 8-(1H-Pyrazol-4-yl)-4,5-dihydro-6-oxa-3-thia-1-aza-benzo[e]azulene-2-carboxylic acid and piperazine to give 262. MS: (ESI+)=382.1 Reactants: ice, COP(=O)(OC)CP(=O)(OC)OC (bis(dimethoxyphosphoryl)methane), BrCC(=O)OC(C)(C)C (tert-butyl bromoacetate), CC(C)([O-])C.[K+] (potassium tert-butoxide). Run in C1CCOC1 (THF). Reaction conditions: time 8 hour. The product is C(C)(C)(C)OC(CC(P(=O)(OC)OC)P(=O)(OC)OC)=O (3,3-Bis(dimethoxyphosphoryl)propanoic acid t-butyl ester). Reaction SMILES: [CH3:1][O:2][P:3]([CH2:7][P:8]([O:12][CH3:13])([O:10][CH3:11])=[O:9])([O:5][CH3:6])=[O:4].Br[CH2:15][C:16]([O:18][C:19]([CH3:22])([CH3:21])[CH3:20])=[O:17].CC(C)([O-])C.[K+]>C1COCC1>[C:19]([O:18][C:16](=[O:17])[CH2:15][CH:7]([P:3]([O:5][CH3:6])([O:2][CH3:1])=[O:4])[P:8]([O:10][CH3:11])([O:12][CH3:13])=[O:9])([CH3:22])([CH3:21])[CH3:20] |f:2.3|. Procedure: To an ice cooled solution of bis(dimethoxyphosphoryl)methane (4.64 g, 20 mmol) and tert-butyl bromoacetate (7.35 ml, 50 mmol) in dry THF (40 ml) under nitrogen was added potassium tert-butoxide (5.8 g, 43 mmol). The reaction mixture was stirred at room temperature overnight and then quenched with 4 ml of saturated ammonium chloride. The volatiles were removed in vacuum and by two cycles of toluene addition and evaporation. Flash chromatography in dichloromethane:methanol, 95:5 on gave the produc... The reactants are CO.O (MeOH water), BrN1C(CCC1=O)=O (N-bromosuccinimide), COC(=O)C1=NC=C2C=CC=NC2=C1O (8-hydroxy-1,6-naphthyridine-7-carboxylic acid methyl ester), CO (MeOH). Run in C(Cl)(Cl)Cl (chloroform). Conditions: temperature 35 celsius, time 30 minute. Product: COC(=O)C1=NC(=C2C=CC=NC2=C1O)Br (5-bromo-8-hydroxy-1,6-naphthyridine-7-carboxylic acid methyl ester). Yield: 92.6%. Reaction SMILES: [Br:1]N1C(=O)CCC1=O.[CH3:9][O:10][C:11]([C:13]1[C:22]([OH:23])=[C:21]2[C:16]([CH:17]=[CH:18][CH:19]=[N:20]2)=[CH:15][N:14]=1)=[O:12].CO.CO.O>C(Cl)(Cl)Cl>[CH3:9][O:10][C:11]([C:13]1[C:22]([OH:23])=[C:21]2[C:16]([CH:17]=[CH:18][CH:19]=[N:20]2)=[C:15]([Br:1])[N:14]=1)=[O:12] |f:3.4|. Procedure: N-bromosuccinimide (7.83 g, 44.0 mmol) was added to a solution of 8-hydroxy-1,6-naphthyridine-7-carboxylic acid methyl ester (5, 8.17 g, 40.0 mmol) in chloroform (32 mL) over 20 min maintaining the temperature at 20-50° C. and the mixture was aged for 30 min at 50° C. The mixture became a thick, stirrable slurry and HPLC analysis indicated <2% starting material remaining. The mixture was cooled to 30° C. over 15 min. MeOH (64 mL) was added over 30 min then a 1:1 mixture of MeOH-water (64 mL) was... Reactants: NC1=CC=C(C=C1)N1C2=C(NC(CC1=O)=O)C1=CC=CC=C1C=C2 (5-(4-aminophenyl)-1H-naphtho[1,2-b][1,4]diazepine-2,4(3H,5H)-dione), C(C1=CC=CC=C1)(=O)NCC1=CC=C(C=C1)N1C2=C(NC(CC1=O)=O)C1=CC=CC=C1C=C2 (5-[4-[(Benzoylamino)methyl]phenyl]-1H-naphtho[1,2-b][1,4]diazepine-2,4(3H,5H)-dione), BrC1=C(C(=O)Cl)C=CC=C1 (2-bromobenzoyl chloride). Yields the product BrC1=C(C(=O)NC2=CC=C(C=C2)N2C3=C(NC(CC2=O)=O)C2=CC=CC=C2C=C3)C=CC=C1 (5-[4-(2-Bromobenzoylamino)phenyl]-1H-naphtho[1,2-b][1,4]diazepine-2,4(3H,5H)-dione). Yield: 21.0%. RXN SMILES: [NH2:1][C:2]1[CH:7]=[CH:6][C:5]([N:8]2[C:14](=[O:15])[CH2:13][C:12](=[O:16])[NH:11][C:10]3[C:17]4[C:22]([CH:23]=[CH:24][C:9]2=3)=[CH:21][CH:20]=[CH:19][CH:18]=4)=[CH:4][CH:3]=1.[Br:25][C:26]1[CH:34]=[CH:33][CH:32]=[CH:31][C:27]=1[C:28](Cl)=[O:29].C(NCC1C=CC(N2C(=O)CC(=O)NC3C4C(C=CC2=3)=CC=CC=4)=CC=1)(=O)C1C=CC=CC=1>>[Br:25][C:26]1[CH:34]=[CH:33][CH:32]=[CH:31][C:27]=1[C:28]([NH:1][C:2]1[CH:7]=[CH:6][C:5]([N:8]2[C:14](=[O:15])[CH2:13][C:12](=[O:16])[NH:11][C:10]3[C:17]4[C:22]([CH:23]=[CH:24][C:9]2=3)=[CH:21][CH:20]=[CH:19][CH:18]=4)=[CH:4][CH:3]=1)=[O:29]. Procedure details: By using 5-(4-aminophenyl)-1H-naphtho[1,2-b][1,4]diazepine-2,4(3H,5H)-dione (30 mg, 0.095 mmol) obtained in Example 1, (3), and 2-bromobenzoyl chloride (0.143 mmol), the title compound (10 mg, yield 21%) was obtained in the same manner as that of Example 1, (4).